This data is from the Open Reaction Database (ORD), a public repository of structured organic reaction records. The task is: describe an organic reaction: reactants, conditions, products, and yield Reactants: CCO, O=C1c2ccccc2C(=O)N1Cc1nnc2n1-c1ccc(Cl)cc1C(c1ccccc1F)=CC2, NN, O. Product: NCc1nnc2n1-c1ccc(Cl)cc1C(c1ccccc1F)=CC2. Reaction SMILES: [CH3:38][CH2:39][OH:40].[Cl:1][c:2]1[cH:3][cH:4][c:5]2[c:6]([cH:34]1)[C:7]([c:27]1[c:28]([F:33])[cH:29][cH:30][cH:31][cH:32]1)=[CH:8][CH2:9][c:10]1[n:11]-2[c:12]([CH2:15][N:16]2[C:17](=[O:18])[c:19]3[cH:20][cH:21][cH:22][cH:23][c:24]3[C:25]2=[O:26])[n:13][n:14]1.[NH2:36][NH2:37].[OH2:35]>>[Cl:1][c:2]1[cH:3][cH:4][c:5]2[c:6]([cH:34]1)[C:7]([c:27]1[c:28]([F:33])[cH:29][cH:30][cH:31][cH:32]1)=[CH:8][CH2:9][c:10]1[n:11]-2[c:12]([CH2:15][NH2:16])[n:13][n:14]1. The reactants are [Br-], N#CC(Br)c1ccccc1, COc1ccc(C[Mg+])cc1, O, S=C=S. Yields the product COc1ccc(C(=S)SC(C#N)c2ccccc2)cc1. Reaction SMILES: [Br-:1].[Br:15][CH:16]([C:17]#[N:18])[c:19]1[cH:20][cH:21][cH:22][cH:23][cH:24]1.[CH2:2]([c:3]1[cH:4][cH:5][c:6]([O:9][CH3:10])[cH:7][cH:8]1)[Mg+:11].[OH2:25].[S:12]=[C:13]=[S:14]>>[c:3]1([C:13](=[S:12])[S:14][CH:16]([C:17]#[N:18])[c:19]2[cH:20][cH:21][cH:22][cH:23][cH:24]2)[cH:4][cH:5][c:6]([O:9][CH3:10])[cH:7][cH:8]1. The reactants are CC=1C=CC=C2C=C(C(=NC12)C1=C(C=CC=C1)C(F)(F)F)CN ((8-methyl-2-(2-(trifluoromethyl)-phenyl)quinolin-3-yl)methanamine), CCN(C(C)C)C(C)C (iPr2NEt), ClC1=C2NC=NC2=NC=N1 (6-chloropurine). Solvent: CCO (EtOH). The product is CC=1C=CC=C2C=C(C(=NC12)C1=C(C=CC=C1)C(F)(F)F)CNC1=C2N=CNC2=NC=N1 (N-((8-methyl-2-(2-(trifluoromethyl)phenyl)quinolin-3-yl)methyl)-9H-purin-6-amine). RXN SMILES: [CH3:1][C:2]1[CH:3]=[CH:4][CH:5]=[C:6]2[C:11]=1[N:10]=[C:9]([C:12]1[CH:17]=[CH:16][CH:15]=[CH:14][C:13]=1[C:18]([F:21])([F:20])[F:19])[C:8]([CH2:22][NH2:23])=[CH:7]2.CCN(C(C)C)C(C)C.Cl[C:34]1[N:42]=[CH:41][N:40]=[C:39]2[C:35]=1[NH:36][CH:37]=[N:38]2>CCO>[CH3:1][C:2]1[CH:3]=[CH:4][CH:5]=[C:6]2[C:11]=1[N:10]=[C:9]([C:12]1[CH:17]=[CH:16][CH:15]=[CH:14][C:13]=1[C:18]([F:21])([F:19])[F:20])[C:8]([CH2:22][NH:23][C:34]1[N:42]=[CH:41][N:40]=[C:39]3[C:35]=1[N:36]=[CH:37][NH:38]3)=[CH:7]2. Reported procedure: Prepared according to Procedure H using (8-methyl-2-(2-(trifluoromethyl)-phenyl)quinolin-3-yl)methanamine (0.1 g, 0.316 mmol, 1 eq) in EtOH (2 mL) was treated with iPr2NEt (0.07 mL, 0.4 mmol, 1.2 eq) followed by 6-chloropurine (0.049 g, 0.317 mmol, 1 eq). After purification, N-((8-methyl-2-(2-(trifluoro-methyl)phenyl)quinolin-3-yl)methyl)-9H-purin-6-amine as yellow syrup. The yellow syrup was triturated with CH2Cl2 and filtered to provide N-((8-methyl-2-(2-(trifluoromethyl)phenyl)quinolin-3-yl)m... Starting materials: CC(=O)O[BH-](OC(C)=O)OC(C)=O, Cc1cc2c(=O)[nH]c(Cn3cc(C=O)c(C(F)(F)F)n3)nc2s1, CC(=O)O, ClCCl, [Na+], NCc1nccs1. Yields the product Cc1cc2c(=O)[nH]c(Cn3cc(CNCc4nccs4)c(C(F)(F)F)n3)nc2s1. RXN SMILES: [C:35]([O:36][BH-:37]([O:38][C:39](=[O:40])[CH3:41])[O:42][C:43](=[O:44])[CH3:45])(=[O:46])[CH3:47].[CH3:1][c:2]1[cH:3][c:4]2[c:5]([n:6][c:7]([CH2:11][n:12]3[n:13][c:14]([C:19]([F:20])([F:21])[F:22])[c:15]([CH:17]=[O:18])[cH:16]3)[nH:8][c:9]2=[O:10])[s:23]1.[CH3:31][C:32](=[O:33])[OH:34].[Cl:49][CH2:50][Cl:51].[Na+:48].[s:24]1[c:25]([CH2:29][NH2:30])[n:26][cH:27][cH:28]1>>[CH3:1][c:2]1[cH:3][c:4]2[c:5]([n:6][c:7]([CH2:11][n:12]3[n:13][c:14]([C:19]([F:20])([F:21])[F:22])[c:15]([CH2:17][NH:30][CH2:29][c:25]4[s:24][cH:28][cH:27][n:26]4)[cH:16]3)[nH:8][c:9]2=[O:10])[s:23]1. Reactants: Cc1cccc(C)c1OC(=O)Cl, F. The product is Cc1cccc(C)c1F. RXN SMILES: [Cl:2][C:3]([O:4][c:6]1[c:7]([CH3:13])[cH:8][cH:9][cH:10][c:11]1[CH3:12])=[O:5].[FH:1]>>[F:1][c:6]1[c:7]([CH3:13])[cH:8][cH:9][cH:10][c:11]1[CH3:12]. Reactants: BrC1CCC1, CC1=C(C#N)C(c2ccc(C#N)cc2S(=O)[O-])N(C)C(=O)N1c1cccc(C(F)(F)F)c1, [Na+], CN(C)C=O. Yields the product CC1=C(C#N)C(c2ccc(C#N)cc2S(=O)(=O)C2CCC2)N(C)C(=O)N1c1cccc(C(F)(F)F)c1. RXN SMILES: [Br:34][CH:35]1[CH2:36][CH2:37][CH2:38]1.[C:1](#[N:2])[c:3]1[cH:4][cH:5][c:6]([CH:12]2[N:13]([CH3:32])[C:14](=[O:31])[N:15]([c:21]3[cH:22][c:23]([C:27]([F:28])([F:29])[F:30])[cH:24][cH:25][cH:26]3)[C:16]([CH3:20])=[C:17]2[C:18]#[N:19])[c:7]([S:9](=[O:10])[O-:11])[cH:8]1.[Na+:33].[O:39]=[CH:40][N:41]([CH3:42])[CH3:43]>>[C:1](#[N:2])[c:3]1[cH:4][cH:5][c:6]([CH:12]2[N:13]([CH3:32])[C:14](=[O:31])[N:15]([c:21]3[cH:22][c:23]([C:27]([F:28])([F:29])[F:30])[cH:24][cH:25][cH:26]3)[C:16]([CH3:20])=[C:17]2[C:18]#[N:19])[c:7]([S:9](=[O:10])(=[O:11])[CH:35]2[CH2:36][CH2:37][CH2:38]2)[cH:8]1. The reactants are COC=1C=C2C(=NC=NC2=CC1OC)OC=1C=C(N)C=CC1 (3-(6,7-dimethoxyquinazolin-4-yloxy)aniline), C(C)(C)(C)C1=NOC(=C1)NC(OC1=CC=CC=C1)=O (phenyl 3-tert-butylisoxazol-5-ylcarbamate). Yields the product title compound, C(C)(C)(C)C1=NOC(=C1)NC(=O)NC1=CC(=CC=C1)OC1=NC=NC2=CC(=C(C=C12)OC)OC (1-(3-tert-butylisoxazol-5-yl)-3-(3-(6,7-dimethoxyquinazolin-4-yloxy)phenyl)urea). Yield: 29.0%. Reaction SMILES: [CH3:1][O:2][C:3]1[CH:4]=[C:5]2[C:10](=[CH:11][C:12]=1[O:13][CH3:14])[N:9]=[CH:8][N:7]=[C:6]2[O:15][C:16]1[CH:17]=[C:18]([CH:20]=[CH:21][CH:22]=1)[NH2:19].[C:23]([C:27]1[CH:31]=[C:30]([NH:32][C:33](=O)[O:34]C2C=CC=CC=2)[O:29][N:28]=1)([CH3:26])([CH3:25])[CH3:24]>>[C:23]([C:27]1[CH:31]=[C:30]([NH:32][C:33]([NH:19][C:18]2[CH:20]=[CH:21][CH:22]=[C:16]([O:15][C:6]3[C:5]4[C:10](=[CH:11][C:12]([O:13][CH3:14])=[C:3]([O:2][CH3:1])[CH:4]=4)[N:9]=[CH:8][N:7]=3)[CH:17]=2)=[O:34])[O:29][N:28]=1)([CH3:26])([CH3:24])[CH3:25]. Reported procedure: The title compound was prepared as described in Example 113C with 3-(6,7-dimethoxyquinazolin-4-yloxy)aniline from Example 113A (90 mg, 0.3 mmol) and phenyl 3-tert-butylisoxazol-5-ylcarbamate from the previous step (118 mg, 0.45 mmol) to give 1-(3-tert-butylisoxazol-5-yl)-3-(3-(6,7-dimethoxyquinazolin-4-yloxy)phenyl)urea (41 mg, 29%) as a white solid. 1H NMR (300 MHz, DMSO-d6) δ 10.19 (s, 1H), 9.04 (s, 1H), 8.57 (s, 1H), 7.59-7.56 (m, 2H), 7.44-7.39 (m, 2H), 7.30 (d, 1H), 6.98 (d, 1H), 6.04 (s, 1...